Task: describe an organic reaction: reactants, conditions, products, and yield. Dataset: the Open Reaction Database (ORD), a public repository of structured organic reaction records Starting materials: C(CCC)C=1N(C(=CN1)\C=C(/CC1=CC=C(C=C1)OC)\C1=NN=NN1)CC1=C(C=CC=C1)Cl ((E)-1-[2-n-butyl-1-{(2-chlorophenyl)methyl}-1H-imidazol-5-yl]-2-(1H-tetrazol-5-yl)-3-(4-methoxyphenyl)-1-propene), B(Br)(Br)Br (boron tribromide). The solvent is C(Cl)Cl (methylene chloride). Yields the product C(CCC)C=1N(C(=CN1)\C=C(/CC1=CC=C(C=C1)O)\C1=NN=NN1)CC1=C(C=CC=C1)Cl ((E)-1-[2-n-Butyl-1-{(2-chlorophenyl)methyl}-1H-imidazol-5-yl]-2-(1H-tetrazol-5-yl)-3-(4-hydroxyphenyl)-1-propene), hydrobromide salt. Reaction SMILES: [CH2:1]([C:5]1[N:6]([CH2:26][C:27]2[CH:32]=[CH:31][CH:30]=[CH:29][C:28]=2[Cl:33])[C:7](/[CH:10]=[C:11](/[C:21]2[NH:25][N:24]=[N:23][N:22]=2)\[CH2:12][C:13]2[CH:18]=[CH:17][C:16]([O:19]C)=[CH:15][CH:14]=2)=[CH:8][N:9]=1)[CH2:2][CH2:3][CH3:4].B(Br)(Br)Br>C(Cl)Cl>[CH2:1]([C:5]1[N:6]([CH2:26][C:27]2[CH:32]=[CH:31][CH:30]=[CH:29][C:28]=2[Cl:33])[C:7](/[CH:10]=[C:11](/[C:21]2[NH:25][N:24]=[N:23][N:22]=2)\[CH2:12][C:13]2[CH:14]=[CH:15][C:16]([OH:19])=[CH:17][CH:18]=2)=[CH:8][N:9]=1)[CH2:2][CH2:3][CH3:4]. Procedure: The title compound was prepared by reacting (E)-1-[2-n-butyl-1-{(2-chlorophenyl)methyl}-1H-imidazol-5-yl]-2-(1H-tetrazol-5-yl)-3-(4-methoxyphenyl)-1-propene with boron tribromide in methylene chloride at room temperature. The product was isolated as the hydrobromide salt; mp 218°-221° C. Starting materials: C[C@@H]1CC[C@H](CC1)NC(C=CC1=CC(=C(C=C1)OCCN1C=NC=C1)OC)=O (N-(trans-4-methylcyclohexyl)-4-[2-(1-imidazolyl)ethoxy]-3-methoxycinnamamide). The reagents and catalysts are [C].[Pd] (palladium-carbon). The solvent is CO (methanol). Product: C[C@@H]1CC[C@H](CC1)NC(CCC1=CC(=C(C=C1)OCCN1C=NC=C1)OC)=O (N-(trans-4-methylcyclohexyl)-3-{4-[2-(1-imidazolyl)ethoxy]-3-methoxyphenyl}propionamide). Isolated yield 92.5%. As a reaction SMILES: [CH3:1][C@H:2]1[CH2:7][CH2:6][C@H:5]([NH:8][C:9](=[O:28])[CH:10]=[CH:11][C:12]2[CH:17]=[CH:16][C:15]([O:18][CH2:19][CH2:20][N:21]3[CH:25]=[CH:24][N:23]=[CH:22]3)=[C:14]([O:26][CH3:27])[CH:13]=2)[CH2:4][CH2:3]1>[C].[Pd].CO>[CH3:1][C@H:2]1[CH2:7][CH2:6][C@H:5]([NH:8][C:9](=[O:28])[CH2:10][CH2:11][C:12]2[CH:17]=[CH:16][C:15]([O:18][CH2:19][CH2:20][N:21]3[CH:25]=[CH:24][N:23]=[CH:22]3)=[C:14]([O:26][CH3:27])[CH:13]=2)[CH2:4][CH2:3]1 |f:1.2|. Procedure details: Using 1 g of N-(trans-4-methylcyclohexyl)-4-[2-(1-imidazolyl)ethoxy]-3-methoxycinnamamide (Example 146), 0.05 g of 10% palladium-carbon, and 100 ml of methanol, a reaction similar to that conducted in Example 147 was carried out. The product obtained was recrystallized from methylene chloride/ether, yielding 0.93 g of N-(trans-4-methylcyclohexyl)-3-{4-[2-(1-imidazolyl)ethoxy]-3-methoxyphenyl}propionamide (a compound of the present invention) as light-brownish white crystal, which had the followi... Reaction SMILES: [Br:19][CH2:20][CH2:21][Br:22].[C:1](=[O:2])([O-:3])[O-:4].[CH3:23][C:24]#[N:25].[CH3:7][O:8][c:9]1[c:10]([OH:18])[cH:11][cH:12][c:13]([N+:15](=[O:16])[O-:17])[cH:14]1.[K+:5].[K+:6]>>[CH3:7][O:8][c:9]1[c:10]([O:18][CH2:21][CH2:20][Br:19])[cH:11][cH:12][c:13]([N+:15](=[O:16])[O-:17])[cH:14]1. Reactants: BrCCBr, O=C([O-])[O-], CC#N, COc1cc([N+](=O)[O-])ccc1O, [K+], [K+]. The product is COc1cc([N+](=O)[O-])ccc1OCCBr. The reactants are CCOCC (ether), [Br-].C(CCCCC)[N+]1=C(C=CC=C1)C (1-Hexyl-2-methylpyridinium bromide), CN(C1=CC=C(C=O)C=C1)C (4-dimethylaminobenzaldehyde), N1CCCCC1 (piperidine). As a reaction SMILES: [Br-:1].[CH2:2]([N+:8]1[CH:13]=[CH:12][CH:11]=[CH:10][C:9]=1[CH3:14])[CH2:3][CH2:4][CH2:5][CH2:6][CH3:7].[CH3:15][N:16]([CH3:25])[C:17]1[CH:24]=[CH:23][C:20]([CH:21]=O)=[CH:19][CH:18]=1.N1CCCCC1.CCOCC>CO>[Br-:1].[CH3:15][N:16]([CH3:25])[C:17]1[CH:24]=[CH:23][C:20]([CH:21]=[CH:14][C:9]2[CH:10]=[CH:11][CH:12]=[CH:13][N+:8]=2[CH2:2][CH2:3][CH2:4][CH2:5][CH2:6][CH3:7])=[CH:19][CH:18]=1 |f:0.1,6.7|. Procedure details: 1-Hexyl-2-methylpyridinium bromide (7.8 g, 0.03 mole) and 4-dimethylaminobenzaldehyde (6.0 g, 0.04 mole) were refluxed in methanol (50 ml) in the presence of piperidine (1.0 ml) under nitrogen for four hours. On cooling and the addition of about 100 ml of ether a solid crystallised which was collected and washed with a little isopropanol to give 2-[4-(dimethylamino)styryl]-1-hexylpyridinium bromide (6.3 g), melting point 217°-218° (decomposition). The solvent is CO (methanol). Yield: 53.9%. Product: [Br-].CN(C1=CC=C(C=CC2=[N+](C=CC=C2)CCCCCC)C=C1)C (2-[4-(dimethylamino)styryl]-1-hexylpyridinium bromide). Reactants: CO, Cl, N=C1CCCN1c1ccc([N+](=O)[O-])cc1. Product: Cl, N=C1CCCN1c1ccc(N)cc1. As a reaction SMILES: [CH3:17][OH:18].[ClH:16].[N+:1]([O-:2])(=[O:3])[c:4]1[cH:5][cH:6][c:7]([N:10]2[C:11](=[NH:15])[CH2:12][CH2:13][CH2:14]2)[cH:8][cH:9]1>>[ClH:16].[NH2:1][c:4]1[cH:5][cH:6][c:7]([N:10]2[C:11](=[NH:15])[CH2:12][CH2:13][CH2:14]2)[cH:8][cH:9]1. Reactants: Cl.N[C@H]([C@@H](C(=O)OC)S)C1=C(C=CC=C1)F (Methyl (2S,3S) 3-amino-2-mercapto-3-(2-fluorophenyl)propionate hydrochloride), Cl (hydrochloric acid), C(C)(C)(C)OC(=O)N[C@H](C(C(=O)OC)S)C1=C(C=CC=C1)F (methyl (2RS,3S)-3-tert-butoxycarbonylamino-2-mercapto-3-(2-fluorophenyl)propionate), solution. Run in C(C)(=O)OCC (ethyl acetate). Conditions: time 3 hour. Product: Cl.N[C@H]([C@@H](C(=O)OC)S)C1=CC=CC=C1 (methyl (2S,3S) 3-amino-2-mercapto-3-phenylpropionate hydrochloride). RXN SMILES: [ClH:1].[NH2:2][C@@H:3]([C:10]1[CH:15]=[CH:14][CH:13]=[CH:12][C:11]=1F)[C@H:4]([SH:9])[C:5]([O:7][CH3:8])=[O:6].C(OC(N[C@@H](C1C=CC=CC=1F)C(S)C(OC)=O)=O)(C)(C)C.Cl>C(OCC)(=O)C>[ClH:1].[NH2:2][C@@H:3]([C:10]1[CH:15]=[CH:14][CH:13]=[CH:12][CH:11]=1)[C@H:4]([SH:9])[C:5]([O:7][CH3:8])=[O:6] |f:0.1,5.6|. Reported procedure: Methyl (2S,3S) 3-amino-2-mercapto-3-(2-fluorophenyl)propionate hydrochloride may be prepared in a similar manner to that described in Example 1E, but starting with 8.2 g of methyl (2RS,3S)-3-tert-butoxycarbonylamino-2-mercapto-3-(2-fluorophenyl)propionate and 20 ml of a methanolic 5N solution of hydrochloric acid. Stirring is continued for 3 h at a temperature in the region of 20° C. and the reaction medium is then concentrated to dryness under reduced pressure at 30° C. The residue obtained is ... Starting materials: CN(c1ccccc1C(F)(F)F)C1CCNCC1, O=C(NCCC1CC1)c1ccc(Cl)nn1, [K+], [K+], O=C([O-])[O-], C1COCCO1. Product: CN(c1ccccc1C(F)(F)F)C1CCN(c2ccc(C(=O)NCCC3CC3)nn2)CC1. As a reaction SMILES: [CH3:1][N:2]([c:3]1[c:4]([C:9]([F:10])([F:11])[F:12])[cH:5][cH:6][cH:7][cH:8]1)[CH:13]1[CH2:14][CH2:15][NH:16][CH2:17][CH2:18]1.[CH:19]1([CH2:22][CH2:23][NH:24][C:25](=[O:26])[c:27]2[n:28][n:29][c:30]([Cl:33])[cH:31][cH:32]2)[CH2:20][CH2:21]1.[K+:34].[K+:35].[O-:36][C:37]([O-:38])=[O:39].[O:40]1[CH2:41][CH2:42][O:43][CH2:44][CH2:45]1>>[CH3:1][N:2]([c:3]1[c:4]([C:9]([F:10])([F:11])[F:12])[cH:5][cH:6][cH:7][cH:8]1)[CH:13]1[CH2:14][CH2:15][N:16]([c:30]2[n:29][n:28][c:27]([C:25]([NH:24][CH2:23][CH2:22][CH:19]3[CH2:20][CH2:21]3)=[O:26])[cH:32][cH:31]2)[CH2:17][CH2:18]1. The reactants are CC(C)C(NC(=O)OC(C)(C)C)C(=O)O, ClCCl, CN1CCCCC1, CC(C)COC(=O)Cl, CC(N)C(=O)N(C)c1ccc(Cl)cc1, O. Product: CC(NC(=O)C(NC(=O)OC(C)(C)C)C(C)C)C(=O)N(C)c1ccc(Cl)cc1. As a reaction SMILES: [C:8]([CH3:9])([CH3:10])([CH3:11])[O:12][C:13](=[O:14])[NH:15][CH:16]([CH:17]([CH3:18])[CH3:19])[C:20](=[O:21])[OH:22].[CH2:45]([Cl:46])[Cl:47].[CH3:1][N:2]1[CH2:3][CH2:4][CH2:5][CH2:6][CH2:7]1.[Cl:23][C:24]([O:25][CH2:26][CH:27]([CH3:28])[CH3:29])=[O:30].[Cl:31][c:32]1[cH:33][cH:34][c:35]([N:38]([C:39]([CH:40]([NH2:41])[CH3:42])=[O:43])[CH3:44])[cH:36][cH:37]1.[OH2:48]>>[C:8]([CH3:9])([CH3:10])([CH3:11])[O:12][C:13](=[O:14])[NH:15][CH:16]([CH:17]([CH3:18])[CH3:19])[C:20](=[O:22])[NH:41][CH:40]([C:39]([N:38]([c:35]1[cH:34][cH:33][c:32]([Cl:31])[cH:37][cH:36]1)[CH3:44])=[O:43])[CH3:42]. The reactants are O=C1CCC(=O)N1Br, ClC(Cl)(Cl)Cl, c1ccc(COOCc2ccccc2)cc1, COC(=O)c1ccc(C)c(C(F)(F)F)c1. The product is COC(=O)c1ccc(CBr)c(C(F)(F)F)c1. RXN SMILES: [Br:16][N:17]1[C:18](=[O:19])[CH2:20][CH2:21][C:22]1=[O:23].[C:40]([Cl:41])([Cl:42])([Cl:43])[Cl:44].[CH2:24]([O:25][O:26][CH2:27][c:28]1[cH:29][cH:30][cH:31][cH:32][cH:33]1)[c:34]1[cH:35][cH:36][cH:37][cH:38][cH:39]1.[F:1][C:2]([c:3]1[cH:4][c:5]([C:6](=[O:7])[O:8][CH3:9])[cH:10][cH:11][c:12]1[CH3:13])([F:14])[F:15]>>[F:1][C:2]([c:3]1[cH:4][c:5]([C:6](=[O:7])[O:8][CH3:9])[cH:10][cH:11][c:12]1[CH2:13][Br:16])([F:14])[F:15].